From a dataset of the Open Reaction Database (ORD), a public repository of structured organic reaction records. describe an organic reaction: reactants, conditions, products, and yield Reactants: CC=1N=C(NC(C1C(=O)OC)C1=CC(=CC=C1)[N+](=O)[O-])C1=CC=CC=C1 (methyl 1,6-dihydro-4-methyl-6-(3-nitrophenyl)-2-phenyl-5-pyrimidinecarboxylate), [S] (sulfur), C(Cl)(Cl)Cl (chloroform). Run at temperature 150 celsius. Product: CC1=C(C(=CC(=N1)C1=CC=CC=C1)C1=CC(=CC=C1)[N+](=O)[O-])C(=O)OC (methyl 6-methyl-4-(3-nitrophenyl)-2-phenyl-5-pyridinecarboxylate). As a reaction SMILES: [CH3:1][C:2]1[N:3]=[C:4]([C:21]2[CH:26]=[CH:25][CH:24]=[CH:23][CH:22]=2)N[CH:6]([C:12]2[CH:17]=[CH:16][CH:15]=[C:14]([N+:18]([O-:20])=[O:19])[CH:13]=2)[C:7]=1[C:8]([O:10][CH3:11])=[O:9].[S].[CH:28](Cl)(Cl)Cl>>[CH3:1][C:2]1[N:3]=[C:4]([C:21]2[CH:26]=[CH:25][CH:24]=[CH:23][CH:22]=2)[CH:28]=[C:6]([C:12]2[CH:17]=[CH:16][CH:15]=[C:14]([N+:18]([O-:20])=[O:19])[CH:13]=2)[C:7]=1[C:8]([O:10][CH3:11])=[O:9] |^3:26|. Reported procedure: A mixture of methyl 1,6-dihydro-4-methyl-6-(3-nitrophenyl)-2-phenyl-5-pyrimidinecarboxylate (0.5 g) and sulfur powder (0.046 g) was heated at 150° C. for 1 hour. After cooling, the mixture was dissolved in chloroform and filtered. The filtrate was evaporated under reduced pressure to give a crystal of methyl 6-methyl-4-(3-nitrophenyl)-2-phenyl-5-pyridinecarboxylate (0.2 g). The reactants are CCOC(=O)c1cnc2ccc(Br)cn12, CN(C)CCN, CO, N. Product: CN(C)CCNC(=O)c1cnc2ccc(Br)cn12. RXN SMILES: [CH2:1]([O:2][C:4](=[O:5])[c:6]1[cH:7][n:8][c:9]2[n:10]1[cH:11][c:12]([Br:15])[cH:13][cH:14]2)[CH3:3].[CH3:16][N:17]([CH2:18][CH2:19][NH2:20])[CH3:21].[CH3:23][OH:24].[NH3:22]>>[C:4](=[O:5])([c:6]1[cH:7][n:8][c:9]2[n:10]1[cH:11][c:12]([Br:15])[cH:13][cH:14]2)[NH:20][CH2:19][CH2:18][N:17]([CH3:16])[CH3:21]. The reactants are COC1=CC=C(C=C1)CC[C@H](C)O ((S)-4-(4-methoxyphenyl)-2-butanol), O(C1=CC=CC=C1)CC(C)=O (Phenoxy-2-propanone). The solvent is COC1=CC=C(C=C1)CCC(C)=O (4-(4-methoxyphenyl)-2-butanone). Yields the product O(C1=CC=CC=C1)C[C@H](C)O ((S)-phenoxy-2-propanol). As a reaction SMILES: COC1C=CC(CC[C@@H](O)C)=CC=1.[O:14]([CH2:21][C:22](=[O:24])[CH3:23])[C:15]1[CH:20]=[CH:19][CH:18]=[CH:17][CH:16]=1>COC1C=CC(CCC(=O)C)=CC=1>[O:14]([CH2:21][C@@H:22]([OH:24])[CH3:23])[C:15]1[CH:20]=[CH:19][CH:18]=[CH:17][CH:16]=1. Procedure: Phenyl ring-containing 2-butanone derivatives were reduced to the corresponding (S)-alcohols with excellent stereoselectivities and moderate to excellent yields (Table 4). 4-Phenyl-2-butanone (1a) was reduced stereoselectively to produce (S)-4-phenyl-2-butanol ((S)-1b) with excellent chemical and optical yields. The â-diketone 1-phenyl-1,3-butadione (2a) was reduced regio- and stereoselectively to furnish the monohydroxy ketone (S)-3-hydroxy-1-phenyl-1-butanone ((S)-2b) with excellent yield and ... Reactants: N1=C(Cl)N=C(Cl)N=C1Cl (cyanuric chloride), O (water), ClC1=C(N)C=CC=C1 (o-chloroaniline). The solvent is C1(=CC=CC=C1)C (toluene). Reaction conditions: temperature 20 celsius, time 25 minute. Yields the product ClC1=C(C=CC=C1)NC1=NC(=NC(=N1)Cl)Cl (2-(2-chlorophenylamino)-4,6-dichloro-s-triazine). The yield is 82.1%. Reaction SMILES: [N:1]1[C:8]([Cl:9])=[N:7][C:5]([Cl:6])=[N:4][C:2]=1Cl.O.[Cl:11][C:12]1[CH:18]=[CH:17][CH:16]=[CH:15][C:13]=1[NH2:14]>C1(C)C=CC=CC=1>[Cl:11][C:12]1[CH:18]=[CH:17][CH:16]=[CH:15][C:13]=1[NH:14][C:2]1[N:1]=[C:8]([Cl:9])[N:7]=[C:5]([Cl:6])[N:4]=1. Reported procedure: 272.0 g of cyanuric chloride, 730 ml of water and 552 ml of toluene are mixed in a stirred glass beaker at 5° C. 188.2 g of o-chloroaniline are added in the course of 15 minutes without cooling or heating the mixture. The mixture is subsequently stirred for 25 minutes and the temperature is thereby allowed to rise to 35° C. The mixture is then cooled to 20° C. in the course of 30 minutes. The product is filtered off, washed acid-free with water and dried at 60° C. under a waterpump vacuum. 333.6... Starting materials: CC(CN1CCCC1)(C)N1C=NC(=C1)NC(C(CCC)N)=O (2-Amino-pentanoic acid [1-(1,1-dimethyl-2-pyrrolidin-1-yl-ethyl)-1H-imidazol-4-yl]-amide), C1C(CC2=CC=CC=C12)=O (2-indanone). The product is CC(CN1CCCC1)(C)N1C=NC(=C1)NC(C(CCC)NC1CC2=CC=CC=C2C1)=O (2-(Indan-2-ylamino)-pentanoic acid [1-(1,1-dimethyl-2-pyrrolidin-1-yl-ethyl)-1H-imidazol-4-yl]-amide). Reaction SMILES: [CH3:1][C:2]([N:10]1[CH:14]=[C:13]([NH:15][C:16](=[O:22])[CH:17]([NH2:21])[CH2:18][CH2:19][CH3:20])[N:12]=[CH:11]1)([CH3:9])[CH2:3][N:4]1[CH2:8][CH2:7][CH2:6][CH2:5]1.[CH2:23]1[C:31]2[C:26](=[CH:27][CH:28]=[CH:29][CH:30]=2)[CH2:25][C:24]1=O>>[CH3:1][C:2]([N:10]1[CH:14]=[C:13]([NH:15][C:16](=[O:22])[CH:17]([NH:21][CH:24]2[CH2:23][C:31]3[C:26](=[CH:27][CH:28]=[CH:29][CH:30]=3)[CH2:25]2)[CH2:18][CH2:19][CH3:20])[N:12]=[CH:11]1)([CH3:9])[CH2:3][N:4]1[CH2:8][CH2:7][CH2:6][CH2:5]1. Procedure details: 2-Amino-pentanoic acid [1-(1,1-dimethyl-2-pyrrolidin-1-yl-ethyl)-1H-imidazol-4-yl]-amide was reacted with 2-indanone to provide the title compound: C13 NMR (100 MHz, CDCl3) 14.2, 19.5, 24.3, 26.6, 26.7, 36.4, 39.9, 40.6, 56.0, 59.0, 61.4, 67.3, 104.8, 124.9, 125.0, 126.7, 126.8, 131.2, 137.4, 141.2, 141.7, 172.2; MS m/z 424.4 (M+1). Reactants: OCCN (2-hydroxyethylamine), Cl.ClCC1(CCCC1)N (1-chloromethylcyclopentanamine HCl salt), CC=1C=C(N)C=CC1[N+](=O)[O-] (3-Methyl-4-nitroaniline), CC=1C=C(C=CC1[N+](=O)[O-])N=C=S (3-methyl-4-nitrophenyl isothiocyanate), Cl.ClCC1(CCCC1)N (1-Chloromethylcyclopentanamine HCl salt), CC=1C=C(C=CC1[N+](=O)[O-])N=C=S (3-methyl-4-nitrophenyl isothiocyanate). Product: OCC1(CCCC1)N (1-Hydroxymethylcyclopentanamine), CC=1C=C(C=CC1[N+](=O)[O-])N=C1NC2(CS1)CCCC2 (2-(3-methyl-4-nitrophenylimino)-3-thia-1-azaspiro[4.4]nonane). As a reaction SMILES: C[C:2]1[CH:3]=[C:4]([CH:6]=[CH:7][C:8]=1[N+:9]([O-])=O)N.[CH3:12][C:13]1[CH:14]=[C:15]([N:22]=[C:23]=[S:24])[CH:16]=[CH:17][C:18]=1[N+:19]([O-:21])=[O:20].OCCN.Cl.Cl[CH2:31][C:32]1([NH2:37])[CH2:36][CH2:35][CH2:34][CH2:33]1>>[OH:20][CH2:7][C:8]1([NH2:9])[CH2:2][CH2:3][CH2:4][CH2:6]1.[CH3:12][C:13]1[CH:14]=[C:15]([N:22]=[C:23]2[S:24][CH2:31][C:32]3([CH2:36][CH2:35][CH2:34][CH2:33]3)[NH:37]2)[CH:16]=[CH:17][C:18]=1[N+:19]([O-:21])=[O:20] |f:3.4|. Procedure: 3-Methyl-4-nitroaniline was converted to 3-methyl-4-nitrophenyl isothiocyanate according to Method A2a, Step 3. 1-Hydroxymethylcyclopentanamine was prepared according to Method B1c. The 2-hydroxyethylamine was converted to 1-chloromethylcyclopentanamine HCl salt according to Method B7e. 1-Chloromethylcyclopentanamine HCl salt was reacted with 3-methyl-4-nitrophenyl isothiocyanate according to Method C1e to give 2-(3-methyl-4-nitrophenylimino)-3-thia-1-azaspiro[4.4]nonane. The thiazolidine was re... Starting materials: FC1=CC=C(C=C1)N1N=NC(=C1N)C(=O)OC (methyl 1-(4-fluorophenyl)-5-amino-1H-1,2,3-triazole-4-carboxylate), ClCCN(CC)CC (1-chloro-2-diethylamino-ethane). Solvent: CN(C=O)C (dimethyl formamide). The product is Cl.C(C)N(CCN1N=C(C(=N1)C(=O)OC)NC1=CC=C(C=C1)F)CC (Methyl 2-(2-diethylamino-ethyl)-5-(4-fluorophenylamino)-2H-1,2,3-triazole-4-carboxylate hydrochloride). As a reaction SMILES: [F:1][C:2]1[CH:7]=[CH:6][C:5]([N:8]2[C:12]([NH2:13])=[C:11]([C:14]([O:16][CH3:17])=[O:15])[N:10]=[N:9]2)=[CH:4][CH:3]=1.[Cl:18][CH2:19][CH2:20][N:21]([CH2:24][CH3:25])[CH2:22][CH3:23]>CN(C)C=O>[ClH:18].[CH2:20]([N:21]([CH2:24][CH3:25])[CH2:22][CH2:23][N:9]1[N:10]=[C:11]([C:14]([O:16][CH3:17])=[O:15])[C:12]([NH:8][C:5]2[CH:6]=[CH:7][C:2]([F:1])=[CH:3][CH:4]=2)=[N:13]1)[CH3:19] |f:3.4|. Procedure: A mixture consisting of 4.7 gm (0.02 mol) of methyl 1-(4-fluorophenyl)-5-amino-1H-1,2,3-triazole-4-carboxylate, 70 ml of absolute dimethyl formamide and 8.1 gm (0.06 mol) of 1-chloro-2-diethylamino-ethane was reacted as in Example 1. The reaction mixture was then evaporated in vacuo and the residue was dissolved in 2N hydrochloric acid. The solution was extracted with chloroform, filtered through activated charcoal, dried over sodium sulfate, and the chloroform was distilled off in vacuo. After ... RXN SMILES: Cl.[C:2]([C:4]1[CH:5]=[CH:6][C:7]2[N:13](CC3C=NC=CC=3)[CH2:12][C@@H:11]([CH2:21][C:22]3[CH:27]=[CH:26][CH:25]=[CH:24][CH:23]=3)[N:10]([S:28]([C:31]3SC=C[CH:35]=3)(=[O:30])=[O:29])[CH2:9][C:8]=2[CH:36]=1)#[N:3].[CH3:37][O:38][C:39]1[CH:44]=CC(S(Cl)(=O)=O)=[CH:41][CH:40]=1>>[CH3:37][O:38][C:39]1[CH:44]=[CH:35][C:31]([S:28]([N:10]2[CH2:9][C:8]3[CH:36]=[C:4]([C:2]#[N:3])[CH:5]=[CH:6][C:7]=3[NH:13][CH2:12][C@H:11]2[CH2:21][C:22]2[CH:27]=[CH:26][CH:25]=[CH:24][CH:23]=2)(=[O:29])=[O:30])=[CH:41][CH:40]=1 |f:0.1|. Reported procedure: The title compound was prepared from Compound A of Example 23 and 4-methoxyphenylsulfonyl chloride following the procedure of Compound B of Example 23. Yields the product COC1=CC=C(C=C1)S(=O)(=O)N1[C@@H](CNC2=C(C1)C=C(C=C2)C#N)CC2=CC=CC=C2 ((3R)-2,3,4,5-Tetrahydro-4-[(4-methoxyphenyl)sulfonyl]-3-(phenylmethyl)-1H-1,4-benzodiazepine-7-carbonitrile). Reactants: Cl.C(#N)C=1C=CC2=C(CN([C@@H](CN2CC=2C=NC=CC2)CC2=CC=CC=C2)S(=O)(=O)C=2SC=CC2)C1 ((R)-7-Cyano-2,3,4,5-tetrahydro-3-(phenylmethyl)-1-(3-pyridinylmethyl)-4-(2-thienesulfonyl)-1H-1,4-benzodiazepine, Hydrochloride), COC1=CC=C(C=C1)S(=O)(=O)Cl (4-methoxyphenylsulfonyl chloride), Cl.C(#N)C=1C=CC2=C(CN([C@@H](CN2CC=2C=NC=CC2)CC2=CC=CC=C2)S(=O)(=O)C=2SC=CC2)C1 ((R)-7-Cyano-2,3,4,5-tetrahydro-3-(phenylmethyl)-1-(3-pyridinylmethyl)-4-(2-thienesulfonyl)-1H-1,4-benzodiazepine, Hydrochloride). The reactants are N1(CCCC1)C(=O)C1NCCC(C1)(C)C (2-(pyrrolidin-1-yl) carbonyl-4,4-dimethyl piperidine), [H-].[H-].[H-].[H-].[Li+].[Al+3] (LiAlH4). The solvent is C1CCOC1 (THF). Product: N1(CCCC1)CC1NCCC(C1)(C)C (2-(pyrrolidin-1-yl)methyl-4,4-dimethyl piperidine). Isolated yield 71.7%. Reaction SMILES: [N:1]1([C:6]([CH:8]2[CH2:13][C:12]([CH3:15])([CH3:14])[CH2:11][CH2:10][NH:9]2)=O)[CH2:5][CH2:4][CH2:3][CH2:2]1.[H-].[H-].[H-].[H-].[Li+].[Al+3]>C1COCC1>[N:1]1([CH2:6][CH:8]2[CH2:13][C:12]([CH3:15])([CH3:14])[CH2:11][CH2:10][NH:9]2)[CH2:5][CH2:4][CH2:3][CH2:2]1 |f:1.2.3.4.5.6|. Procedure: By reducing 5.4 g (0.027 moles) of 2-(pyrrolidin-1-yl) carbonyl-4,4-dimethyl piperidine with 1.1 g (0.027 moles) of LiAlH4 in 100 ml of dry THF, using an alkaline work-up, 3.8 g of the title compound were obtained.